Dataset: the Open Reaction Database (ORD), a public repository of structured organic reaction records. Task: describe an organic reaction: reactants, conditions, products, and yield Starting materials: C(C1=CC=CC=C1)N1C(C2=CC=C(C=C2C(=C1)Br)C=1C=C(C(=O)OC)C=CC1C)=O (3-(2-Benzyl-4-bromo-1-oxo-1,2-dihydroisoquinolin-6-yl)-4-methylbenzoic acid, methyl ester), Pd-118, CN(C1CCCCC1)C1CCCCC1 (N-methyldicyclohexylamine). Reagents/catalysts: [Cl-].C(CCC)[N+](CCCC)(CCCC)CCCC (tetrabutylammonium chloride). The solvent is CN(C(C)=O)C (N,N-dimethylacetamide). Conditions: temperature 70 celsius, time 2 hour. Product: C(C1=CC=CC=C1)N1C(C2=CC=C(C=C2C(=C1)CCCN(C)C)C=1C=C(C(=O)OC)C=CC1C)=O (3-(2-Benzyl-4-(3-(dimethylamino)propyl)-1-oxo-1,2-dihydroisoquinolin-6-yl)-4-methylbenzoic acid, methyl ester). Reaction SMILES: [CH2:1]([N:8]1[CH:17]=[C:16](Br)[C:15]2[C:10](=[CH:11][CH:12]=[C:13]([C:19]3[CH:20]=[C:21]([CH:26]=[CH:27][C:28]=3[CH3:29])[C:22]([O:24][CH3:25])=[O:23])[CH:14]=2)[C:9]1=[O:30])[C:2]1[CH:7]=[CH:6][CH:5]=[CH:4][CH:3]=1.[CH3:31][N:32]([CH:39]1CCCCC1)[CH:33]1CCC[CH2:35][CH2:34]1>[Cl-].C([N+](CCCC)(CCCC)CCCC)CCC.CN(C)C(=O)C>[CH2:1]([N:8]1[CH:17]=[C:16]([CH2:35][CH2:34][CH2:33][N:32]([CH3:39])[CH3:31])[C:15]2[C:10](=[CH:11][CH:12]=[C:13]([C:19]3[CH:20]=[C:21]([CH:26]=[CH:27][C:28]=3[CH3:29])[C:22]([O:24][CH3:25])=[O:23])[CH:14]=2)[C:9]1=[O:30])[C:2]1[CH:7]=[CH:6][CH:5]=[CH:4][CH:3]=1 |f:2.3|. Reported procedure: A mixture of the product from step i) (170 mg), tetrabutylammonium chloride (10 mg), Pd-118 (24 mg) and N-methyldicyclohexylamine (0.12 mL) in N,N-dimethylacetamide (3 mL) was evacuated and flushed with nitrogen (×3) before the addition of allyl alcohol (0.05 mL). The resultant solution was stirred under nitrogen at 70° C. for 2 hours. The reaction mixture was cooled to room temperature and dilute hydrochloric acid (1N, 2 mL) was added, followed by dichloromethane (10 mL). The resulting suspensi... Starting materials: C=C1c2cnccc2CC(=O)c2ccccc21, CC(=O)[O-], CO, Cl, NO, [Na+]. Product: C=C1c2cnccc2CC(=NO)c2ccccc21. As a reaction SMILES: [CH2:1]=[C:2]1[c:3]2[c:4]([cH:14][cH:15][cH:16][cH:17]2)[C:5](=[O:13])[CH2:6][c:7]2[c:8]1[cH:9][n:10][cH:11][cH:12]2.[CH3:19][C:20](=[O:21])[O-:22].[CH3:26][OH:27].[ClH:23].[NH2:24][OH:25].[Na+:18]>>[CH2:1]=[C:2]1[c:3]2[c:4]([cH:14][cH:15][cH:16][cH:17]2)[C:5](=[N:24][OH:25])[CH2:6][c:7]2[c:8]1[cH:9][n:10][cH:11][cH:12]2. Reactants: CCOC(=O)c1ccc2c(c1)C(O)C(C)(C)C(c1cc(F)cc(F)c1)N2, CC[SiH](CC)CC, O=C(O)C(F)(F)F. Yields the product CCOC(=O)c1ccc2c(c1)CC(C)(C)C(c1cc(F)cc(F)c1)N2. Reaction SMILES: [CH2:1]([CH3:2])[O:3][C:4](=[O:5])[c:6]1[cH:7][c:8]2[c:13]([cH:14][cH:15]1)[NH:12][CH:11]([c:16]1[cH:17][c:18]([F:23])[cH:19][c:20]([F:22])[cH:21]1)[C:10]([CH3:24])([CH3:25])[CH:9]2[OH:26].[CH2:34]([SiH:35]([CH2:36][CH3:37])[CH2:38][CH3:39])[CH3:40].[OH:27][C:28]([C:29]([F:30])([F:31])[F:32])=[O:33]>>[CH2:1]([CH3:2])[O:3][C:4](=[O:5])[c:6]1[cH:7][c:8]2[c:13]([cH:14][cH:15]1)[NH:12][CH:11]([c:16]1[cH:17][c:18]([F:23])[cH:19][c:20]([F:22])[cH:21]1)[C:10]([CH3:24])([CH3:25])[CH2:9]2. The reactants are [OH-].[K+] (Potassium hydroxide), C(C)OC(=O)N1CCCOC2=C1C=CC(=C2)[N+](=O)[O-] (3-Nitro-7,8-dihydro-6H-5-oxa-9-aza-benzocycloheptene-9-carboxylic acid ethyl ester). Solvent: O (Water), COCCO (2-Methoxyethanol), O (water). Conditions: temperature 100 celsius. The product is [N+](=O)([O-])C1=CC2=C(NCCCO2)C=C1 (3-Nitro-6,7,8,9-tetrahydro-5-oxa-9-aza-benzocycloheptene). The yield is 93.4%. Reaction SMILES: [OH-].[K+].C(OC([N:8]1[C:14]2[CH:15]=[CH:16][C:17]([N+:19]([O-:21])=[O:20])=[CH:18][C:13]=2[O:12][CH2:11][CH2:10][CH2:9]1)=O)C>O.COCCO>[N+:19]([C:17]1[CH:16]=[CH:15][C:14]2[NH:8][CH2:9][CH2:10][CH2:11][O:12][C:13]=2[CH:18]=1)([O-:21])=[O:20] |f:0.1|. Reported procedure: 1.00 M of Potassium hydroxide in Water (38 mL) was added to 3-Nitro-7,8-dihydro-6H-5-oxa-9-aza-benzocycloheptene-9-carboxylic acid ethyl ester (1.967 g, 7.388 mmol) in 2-Methoxyethanol (80 mL) at 80° C. and further heated at 100° C. for 3 h. The solution was cooled and diluted with 200 mL water and was extracted with EtOAc (3×100 mL). The organic extract was washed with water (2×50 mL) and brine (100 mL), dried over sodium sulfate and concentrated to give 3-Nitro-6,7,8,9-tetrahydro-5-oxa-9-aza-b... Reaction SMILES: [Br:1][c:2]1[cH:3][c:4]([N+:9]([O-:10])=[O:11])[c:5]([CH3:8])[n:6][cH:7]1.[ClH:12].[Fe:13]>>[Br:1][c:2]1[cH:3][c:4]([NH2:9])[c:5]([CH3:8])[n:6][cH:7]1. Starting materials: Cc1ncc(Br)cc1[N+](=O)[O-], Cl, [Fe]. Yields the product Cc1ncc(Br)cc1N. Isolated yield 36.7%. Reactants: CC=1C=C(C=C(C1)C)C=CC#N (3-(3,5-Dimethyl-phenyl)-acrylonitrile), C1CC(=O)N(C1=O)Br (NBS), C(C1=CC=CC=C1)(=O)OOC(C1=CC=CC=C1)=O (benzoyl peroxide), crude product ( 94 ), [C-]#N.[K+] (potassium cyanide). Run in C(Cl)(Cl)(Cl)Cl (carbon tetrachloride), C(C)O (ethanol). Product: C(#N)CC=1C=C(C=C(C1)C)C=CC#N (3-(3-Cyanomethyl-5-methyl-phenyl)-acrylonitrile). Reported procedure: A mixture of 3-(3,5-Dimethyl-phenyl)-acrylonitrile (93) (15.7 g, 0.1M), NBS (18.58 g, 0.11M) and benzoyl peroxide (2.42 g, 10 mmol) in carbon tetrachloride (120 ml) was refluxed for 3 hr. under a light of 500 W tungsten lamp. After cooling to room temperature, the mixture was filtered and the filterate was evaporated in vacuo. The residue was dissolved in ether, washed with aqueous saturated sodium bicarbonate solution, dried with anhydrous magnesium sulfate, filtered, and evaporated in vacuo to... The reagents and catalysts are [W] (tungsten). RXN SMILES: [CH3:1][C:2]1[CH:3]=[C:4]([CH:9]=[CH:10][C:11]#[N:12])[CH:5]=[C:6]([CH3:8])[CH:7]=1.C1C(=O)[N:17](Br)[C:15](=O)C1.C(OOC(=O)C1C=CC=CC=1)(=O)C1C=CC=CC=1.[C-]#N.[K+]>C(Cl)(Cl)(Cl)Cl.C(O)C.[W]>[C:15]([CH2:1][C:2]1[CH:3]=[C:4]([CH:9]=[CH:10][C:11]#[N:12])[CH:5]=[C:6]([CH3:8])[CH:7]=1)#[N:17] |f:3.4|.